This data is from the Open Reaction Database (ORD), a public repository of structured organic reaction records. The task is: describe an organic reaction: reactants, conditions, products, and yield The reactants are CCN(C(C)C)C(C)C, CC(=O)Cl, CS(C)=O, CCOC(=O)CCCNC(c1ccccc1)c1ccccc1, c1ccccc1. Product: CCOC(=O)CCCN(C(C)=O)C(c1ccccc1)c1ccccc1. As a reaction SMILES: [CH2:23]([N:24]([CH:25]([CH3:26])[CH3:27])[CH:28]([CH3:29])[CH3:30])[CH3:31].[CH3:32][C:33]([Cl:34])=[O:35].[CH3:36][S:37]([CH3:38])=[O:39].[CH:1]([c:2]1[cH:3][cH:4][cH:5][cH:6][cH:7]1)([c:8]1[cH:9][cH:10][cH:11][cH:12][cH:13]1)[NH:14][CH2:15][CH2:16][CH2:17][C:18](=[O:19])[O:20][CH2:21][CH3:22].[cH:40]1[cH:41][cH:42][cH:43][cH:44][cH:45]1>>[CH:1]([c:2]1[cH:3][cH:4][cH:5][cH:6][cH:7]1)([c:8]1[cH:9][cH:10][cH:11][cH:12][cH:13]1)[N:14]([CH2:15][CH2:16][CH2:17][C:18](=[O:19])[O:20][CH2:21][CH3:22])[C:33]([CH3:32])=[O:35]. Starting materials: CC(=O)OC1(C(=O)Nc2cn3nc(Oc4ccc(C)c(NC(=O)c5cc(C)nn5C)c4)ccc3n2)CC1, CCOC(C)=O, Cl, [Na+], C1CCOC1, [OH-]. The product is Cc1cc(C(=O)Nc2cc(Oc3ccc4nc(NC(=O)C5(O)CC5)cn4n3)ccc2C)n(C)n1. As a reaction SMILES: [C:1](=[O:2])([CH3:3])[O:4][C:5]1([C:8](=[O:9])[NH:10][c:11]2[n:12][c:13]3[n:14]([n:15][c:16]([O:19][c:20]4[cH:21][c:22]([NH:27][C:28](=[O:29])[c:30]5[cH:31][c:32]([CH3:36])[n:33][n:34]5[CH3:35])[c:23]([CH3:26])[cH:24][cH:25]4)[cH:17][cH:18]3)[cH:37]2)[CH2:6][CH2:7]1.[CH3:41][CH2:42][O:43][C:44](=[O:45])[CH3:46].[ClH:40].[Na+:39].[O:47]1[CH2:48][CH2:49][CH2:50][CH2:51]1.[OH-:38]>>[OH:4][C:5]1([C:8](=[O:9])[NH:10][c:11]2[n:12][c:13]3[n:14]([n:15][c:16]([O:19][c:20]4[cH:21][c:22]([NH:27][C:28](=[O:29])[c:30]5[cH:31][c:32]([CH3:36])[n:33][n:34]5[CH3:35])[c:23]([CH3:26])[cH:24][cH:25]4)[cH:17][cH:18]3)[cH:37]2)[CH2:6][CH2:7]1. Yields the product C=1([O-])C([O-])=CC=CC1.[Ti+4].C=1([O-])C([O-])=CC=CC1 (Titanium Catecholate). Run at temperature 100 celsius. The reactants are C=1(O)C(O)=CC=CC1 (catechol), CC([O-])C.[Ti+4].CC([O-])C.CC([O-])C.CC([O-])C (titanium(IV) isopropoxide). The solvent is C1(=CC=CC=C1)C (toluene). Reaction SMILES: [C:1]1([C:3](=[CH:5][CH:6]=[CH:7][CH:8]=1)[OH:4])[OH:2].CC(C)[O-].[Ti+4:13].CC(C)[O-].CC(C)[O-].CC(C)[O-]>C1(C)C=CC=CC=1>[C:1]1([C:3](=[CH:5][CH:6]=[CH:7][CH:8]=1)[O-:4])[O-:2].[Ti+4:13].[C:1]1([C:3](=[CH:5][CH:6]=[CH:7][CH:8]=1)[O-:4])[O-:2] |f:1.2.3.4.5,7.8.9|. Procedure: A solution of catechol (22.0 g, 200 mmol) and toluene (220 ml) was dehydrated by distilling 20 mL of the solution. Thereafter, 28.4 g (100 mmol) of titanium(IV) isopropoxide (TTIP) was added to the solution while stirring. The mixed solution was refluxed for 1 hour, and then, while the distillation temperature was 100° C. or higher, distilled until the amount of the solution became half. After the distillation, solid content of the product was isolated by suction filtering using a membrane sucti... Reactants: C(C)OP(OCC)(=O)C(F)F (diethyl-(difluoromethyl)-phosphonate), C(C)(C)[N-]C(C)C.[Li+] (lithium diisopropylamide), COC1=CC=2CC[C@H]3[C@@H]4C=CC([C@@]4(C)CC[C@@H]3C2C=C1)=O (3-methoxy-estra-1,3,5(10),15-tetraen-17-one). Run in O1CCCC1 (tetrahydrofuran), O1CCCC1 (tetrahydrofuran). Conditions: time 1 hour. Yields the product FC(=C1[C@]2(C)[C@@H](C=C1)[C@@H]1CCC=3C=C(C=CC3[C@H]1CC2)OC)F (17-difluoromethylene-3-methoxy-estra-1,3,5(10),15-tetraene). Yield: 47.8%. RXN SMILES: C(OP([CH:9]([F:11])[F:10])(=O)OCC)C.C([N-]C(C)C)(C)C.[Li+].[CH3:20][O:21][C:22]1[CH:39]=[CH:38][C:37]2[C@@H:36]3[C@H:27]([C@H:28]4[C@@:32]([CH2:34][CH2:35]3)([CH3:33])[C:31](=O)[CH:30]=[CH:29]4)[CH2:26][CH2:25][C:24]=2[CH:23]=1>O1CCCC1>[F:11][C:9]([F:10])=[C:31]1[CH:30]=[CH:29][C@H:28]2[C@H:27]3[C@H:36]([CH2:35][CH2:34][C@:32]12[CH3:33])[C:37]1[CH:38]=[CH:39][C:22]([O:21][CH3:20])=[CH:23][C:24]=1[CH2:25][CH2:26]3 |f:1.2|. Reported procedure: A solution of 9.4 g of diethyl-(difluoromethyl)-phosphonate in 150 ml of tetrahydrofuran is slowly mixed with 25 ml of 2 M lithium diisopropylamide solution at a bath temperature of -50° C., and it is stirred for 1 hour. Then, a solution of 5.6 g of 3-methoxy-estra-1,3,5(10),15-tetraen-17-one in 173 ml of tetrahydrofuran is slowly added, stirred for 15 minutes, slowly heated at a bath temperature of from -50° C. to 100° C. and refluxed for 6 hours. For working-up, half the volume is concentrated... Starting materials: BrC=1C=CC(=NC1Cl)C(=O)O (5-Bromo-6-chloropicolinic acid), Cl (HCl), CC(CS)C (2-methylpropane-1-thiol), C([O-])([O-])=O.[Cs+].[Cs+] (cesium carbonate). The solvent is CS(=O)C (DMSO). Run at temperature 150 celsius, time 1 day. Product: BrC=1C=CC(=NC1SCC(C)C)C(=O)O (5-Bromo-6-(isobutylthio)picolinic acid). The yield is 101.4%. Reaction SMILES: [Br:1][C:2]1[CH:3]=[CH:4][C:5]([C:9]([OH:11])=[O:10])=[N:6][C:7]=1Cl.[CH3:12][CH:13]([CH3:16])[CH2:14][SH:15].C(=O)([O-])[O-].[Cs+].[Cs+].Cl>CS(C)=O>[Br:1][C:2]1[CH:3]=[CH:4][C:5]([C:9]([OH:11])=[O:10])=[N:6][C:7]=1[S:15][CH2:14][CH:13]([CH3:16])[CH3:12] |f:2.3.4|. Procedure: 5-Bromo-6-chloropicolinic acid (2 g, 8.46 mmol; CAN 959958-25-9), 2-methylpropane-1-thiol (915 mg, 1.1 mL, 10.2 mmol) and cesium carbonate (6.89 g, 21.1 mmol) were suspended in DMSO (100 mL). The reaction mixture was heated to 150° C. and stirred for 1 d and was poured onto icewater/1N HCl (100 mL). The aqueous layer was extracted with EtOAc (2×250 mL). The combined extracts were washed with icewater/brine (100 mL), dried over Na2SO4 and concentrated in vacuo to give the title compound (2.49 g, ... Reactants: O1CCC(CC1)N1N=CC(=C1)C=1C=C(C=NC1)C1=CC(=NC(=C1)N)C1=NC=CC=C1 (5″-[1-(Tetrahydro-pyran-4-yl)-1H-pyrazol-4-yl]-[2,2′;4′,3″]terpyridin-6′-ylamine), C(C)(C)(C)OC(=O)N1CCN(CC1)CC1=CC=C(C=C1)B1OC(C(O1)(C)C)C (4-[4-(4,4,5-trimethyl-[1,3,2]dioxaborolan-2-yl)-benzyl]-piperazine-1-carboxylic acid tert-butyl ester). The product is C(C)(C)(C)OC(=O)N1CCN(CC1)CC1=CC=C(C=C1)C=1C=C(C=NC1)C1=CC(=NC(=C1)N)C1=NC=CC=C1 (4-[4-(6′-Amino-[2,2′;4′,3″]terpyridin-5″-yl)-benzyl]-piperazine-1-carboxylic acid tert-butyl ester). As a reaction SMILES: O1CCC(N2[CH:11]=[C:10]([C:12]3[CH:13]=[C:14]([C:18]4[CH:23]=[C:22]([NH2:24])[N:21]=[C:20]([C:25]5[CH:30]=[CH:29][CH:28]=[CH:27][N:26]=5)[CH:19]=4)[CH:15]=[N:16][CH:17]=3)C=N2)CC1.[C:31]([O:35][C:36]([N:38]1[CH2:43][CH2:42][N:41]([CH2:44][C:45]2[CH:50]=CC(B3OC(C)(C)C(C)O3)=[CH:47][CH:46]=2)[CH2:40][CH2:39]1)=[O:37])([CH3:34])([CH3:33])[CH3:32]>>[C:31]([O:35][C:36]([N:38]1[CH2:43][CH2:42][N:41]([CH2:44][C:45]2[CH:46]=[CH:47][C:10]([C:12]3[CH:13]=[C:14]([C:18]4[CH:23]=[C:22]([NH2:24])[N:21]=[C:20]([C:25]5[CH:30]=[CH:29][CH:28]=[CH:27][N:26]=5)[CH:19]=4)[CH:15]=[N:16][CH:17]=3)=[CH:11][CH:50]=2)[CH2:40][CH2:39]1)=[O:37])([CH3:34])([CH3:33])[CH3:32]. Reported procedure: This compound is prepared analogously to 5″-[1-(Tetrahydro-pyran-4-yl)-1H-pyrazol-4-yl]-[2,2′;4′,3″]terpyridin-6′-ylamine (Example 2.156) by replacing 1-(tetrahydro-pyran-4-yl)-4-(4,4,5,5-tetramethyl-[1,3,2]dioxaborolan-2-yl)-1H-pyrazole (Intermediate B18) with 4-[4-(4,4,5-trimethyl-[1,3,2]dioxaborolan-2-yl)-benzyl]-piperazine-1-carboxylic acid tert-butyl ester.